From a dataset of the Open Reaction Database (ORD), a public repository of structured organic reaction records. describe an organic reaction: reactants, conditions, products, and yield Yield: 64.2%. Solvent: C(Cl)Cl (CH2Cl2), CN(C=O)C (dimethylformamide), ClCCl (dichloromethane). Run at time 3 hour. As a reaction SMILES: C(Cl)(=O)C(Cl)=O.[CH:7]([CH:10]1[CH2:15][CH2:14][CH:13]([CH3:16])[CH2:12][CH:11]1[N:17]1[C:21](=[O:22])[CH2:20][CH:19]([C:23]([OH:25])=O)[CH2:18]1)([CH3:9])[CH3:8].C(N(CC)C(C)C)(C)C.[CH2:35]([NH2:39])[CH:36]([CH3:38])[CH3:37].Cl>ClCCl.CN(C)C=O>[CH2:35]([NH:39][C:23]([CH:19]1[CH2:20][C:21](=[O:22])[N:17]([CH:11]2[CH2:12][CH:13]([CH3:16])[CH2:14][CH2:15][CH:10]2[CH:7]([CH3:8])[CH3:9])[CH2:18]1)=[O:25])[CH:36]([CH3:38])[CH3:37]. Reactants: C(C(=O)Cl)(=O)Cl (Oxalyl chloride), C(C)(C)C1C(CC(CC1)C)N1CC(CC1=O)C(=O)O (1-(2-isopropyl-5-methyl-cyclohexyl)-5-oxo-pyrrolidine-3-carboxylic acid), C(C)(C)N(C(C)C)CC (N,N-diisopropylethylamine), C(C(C)C)N (isobutylamine), Cl (HCl). Yields the product ethyl acetate, C(C(C)C)NC(=O)C1CN(C(C1)=O)C1C(CCC(C1)C)C(C)C (1-(2-isopropyl-5-methyl-cyclohexyl)-5-oxo-pyrrolidine-3-carboxylic acid isobutyl-amide). Reported procedure: Oxalyl chloride ((COCl)2) (350 mg, 2.8 mmol, 240 mL) and dimethylformamide (DMF; (CH3)2NC(O)H catalytic) (20 μL) were carefully added to 1-(2-isopropyl-5-methyl-cyclohexyl)-5-oxo-pyrrolidine-3-carboxylic acid (obtained as in EXAMPLE II, 500 mg, 1.87 mmol) suspended in anhydrous dichloromethane (CH2Cl2) (10 mL). The reaction mixture slowly turned into a homogeneous solution over about 3 hours, which was then concentrated in vacuo to remove (COCl)2. The resulted raw oil was dissolved in anhydrous ... The reactants are [Cl-].[Cl-].[Ca+2] (CaCl2), C[C@H]1/C=C/C=C/C=C/C=C/C=C/C=C/C=C/[C@@H](C[C@H]2[C@@H]([C@H](C[C@](O2)(C[C@H](C[C@H]([C@@H](CC[C@H](C[C@H](CC(=O)O[C@H]([C@@H]([C@@H]1O)C)C)O)O)O)O)O)O)O)C(=O)O)O[C@H]3[C@H]([C@H]([C@@H]([C@H](O3)C)O)N)O (amphotericin B), reagent, C(CC(O)(C(=O)O)CC(=O)O)(=O)O (citric acid), Cl (HCl), [NH4+].[OH-] (NH4OH). Solvent: CO (methanol), O (H2O), CO (methanol). Conditions: time 1 hour. Yields the product C[C@H]1/C=C/C=C/C=C/C=C/C=C/C=C/C=C/[C@@H](C[C@H]2[C@@H]([C@H](C[C@](O2)(C[C@H](C[C@H]([C@@H](CC[C@H](C[C@H](CC(=O)O[C@H]([C@@H]([C@@H]1O)C)C)O)O)O)O)O)O)O)C(=O)O)O[C@H]3[C@H]([C@H]([C@@H]([C@H](O3)C)O)N)O.[Ca].C(CC(O)(C(=O)O)CC(=O)O)(=O)O (Amphotericin B Calcium Citric Acid). As a reaction SMILES: [CH3:1][C@@H:2]1[C@@H:41]([OH:42])[C@@H:40]([CH3:43])[C@H:39]([CH3:44])[O:38][C:36](=[O:37])[CH2:35][C@H:34]([OH:45])[CH2:33][C@H:32]([OH:46])[CH2:31][CH2:30][C@@H:29]([OH:47])[C@H:28]([OH:48])[CH2:27][C@H:26]([OH:49])[CH2:25][C@@:23]2([OH:50])[O:24][C@H:19]([C@H:20]([C:52]([OH:54])=[O:53])[C@@H:21]([OH:51])[CH2:22]2)[CH2:18][C@@H:17]([O:55][C@@H:56]2[O:61][C@H:60]([CH3:62])[C@@H:59]([OH:63])[C@H:58]([NH2:64])[C@@H:57]2[OH:65])[CH:16]=[CH:15][CH:14]=[CH:13][CH:12]=[CH:11][CH:10]=[CH:9][CH:8]=[CH:7][CH:6]=[CH:5][CH:4]=[CH:3]1.[Cl-].[Cl-].[Ca+2:68].Cl.[C:70]([OH:82])(=[O:81])[CH2:71][C:72]([CH2:77][C:78]([OH:80])=[O:79])([C:74]([OH:76])=[O:75])[OH:73].[NH4+].[OH-]>CO.O>[CH3:1][C@@H:2]1[C@@H:41]([OH:42])[C@@H:40]([CH3:43])[C@H:39]([CH3:44])[O:38][C:36](=[O:37])[CH2:35][C@H:34]([OH:45])[CH2:33][C@H:32]([OH:46])[CH2:31][CH2:30][C@@H:29]([OH:47])[C@H:28]([OH:48])[CH2:27][C@H:26]([OH:49])[CH2:25][C@@:23]2([OH:50])[O:24][C@H:19]([C@H:20]([C:52]([OH:54])=[O:53])[C@@H:21]([OH:51])[CH2:22]2)[CH2:18][C@@H:17]([O:55][C@@H:56]2[O:61][C@H:60]([CH3:62])[C@@H:59]([OH:63])[C@H:58]([NH2:64])[C@@H:57]2[OH:65])[CH:16]=[CH:15][CH:14]=[CH:13][CH:12]=[CH:11][CH:10]=[CH:9][CH:8]=[CH:7][CH:6]=[CH:5][CH:4]=[CH:3]1.[Ca:68].[C:70]([OH:82])(=[O:81])[CH2:71][C:72]([CH2:77][C:78]([OH:80])=[O:79])([C:74]([OH:76])=[O:75])[OH:73] |f:1.2.3,6.7,10.11.12|. Procedure: 10.66 g of amphotericin B (938γ/mg of activity-equivalent to 10 g of chemical activity) suspended in 2.5 liters anhydrous methanol containing 11.1 ml of 5% CaCl2 in methanol (equivalent to 200 mg Ca ion) is solubilized by means of 1.75 ml of 5.8 N HCl (pH 3.9). To the resulting solution is added 10.9 g of reagent grade citric acid. H2O (equivalent to 10 g anhydrous citric acid) to form a mixture of pH 2. The pH of the mixture is adjusted to about 7 by the addition of 7.9 ml concentrated NH4OH. T... Reactants: CC1=CC(CCC1)=O (3-methylcyclohex-2-enone), C[Li] (methyllithium), C(OCC)(=O)C#N (Ethyl carbonocyanidate), CN(P(=O)(N(C)C)N(C)C)C (hexamethylphosphoramide). Reagents/catalysts: [Cu]I (copper(I) iodide). The solvent is CCOCC (ether), O (water), CCOCC (ether). Reaction conditions: temperature -5 celsius, time 1 hour. Yields the product OC1=C(C(CCC1)(C)C)C(=O)OCC (Ethyl 2-hydroxy-6,6-dimethylcyclohex-1-enecarboxylate). Reaction SMILES: C[Li].[CH3:3][C:4]1[CH2:9][CH2:8][CH2:7][C:6](=[O:10])[CH:5]=1.CN(C)P(N(C)C)(N(C)C)=O.[C:22]([C:27]#N)(=[O:26])[O:23][CH2:24][CH3:25]>CCOCC.[Cu]I.O>[OH:10][C:6]1[CH2:7][CH2:8][CH2:9][C:4]([CH3:5])([CH3:3])[C:27]=1[C:22]([O:23][CH2:24][CH3:25])=[O:26]. Procedure details: Into a 500 mL flame dried round-bottomed flask was added copper(I) iodide (18 g) in ether (200 mL) to give a suspension. After cooling to −5° C., methyllithium (120 mL, 1.6M in ether) was added dropwise. After stirring at −5° C. for 1 hour, 3-methylcyclohex-2-enone (5.15 mL) in 15 ml ether was added dropwise, and the mixture was stirred at −5° C. for 1 hour. After cooling to 78° C., hexamethylphosphoramide (60 mL) was added dropwise. Ethyl carbonocyanidate (23.74 mL) was added. After stirring at... Starting materials: BrCC=1C(=NC2=CC=CC=C2C1)C (3-bromomethyl-2-methylquinoline), P(OC)(OC)OC (trimethyl phosphite). The solvent is C1(=CC=CC=C1)C (toluene). Yields the product COP(=O)(OC)CC=1C(=NC2=CC=CC=C2C1)C (3-(dimethylphosphonomethyl)-2-methylquinoline). Yield: 105.6%. Reaction SMILES: Br[CH2:2][C:3]1[C:4]([CH3:13])=[N:5][C:6]2[C:11]([CH:12]=1)=[CH:10][CH:9]=[CH:8][CH:7]=2.[P:14]([O:19]C)([O:17][CH3:18])[O:15][CH3:16]>C1(C)C=CC=CC=1>[CH3:16][O:15][P:14]([CH2:2][C:3]1[C:4]([CH3:13])=[N:5][C:6]2[C:11]([CH:12]=1)=[CH:10][CH:9]=[CH:8][CH:7]=2)([O:17][CH3:18])=[O:19]. Procedure details: A mixture of the obtained 3-bromomethyl-2-methylquinoline (0.25 g, 1.0 mmol) and trimethyl phosphite (0.4 ml, 3.2 mmol) was refluxed in toluene (10 ml) for 16 hours. The reaction mixture was then concentrated in vacuo and the residue was flash chromatographed on silica gel. Elution with ethyl acetate afforded 0.28 g of 3-(dimethylphosphonomethyl)-2-methylquinoline. Reactants: COC(=O)C=1C=NN(C1)CC(=O)O (2-(4-(methoxycarbonyl)-1H-pyrazol-1-yl)acetic acid), S(=O)(Cl)Cl (thionyl chloride), NC1=C(C=C(C(=C1)Cl)C1=CC=C(C=C1)N1CCCCC1)C(=O)OC (methyl 4-amino-6-chloro-4′-(piperidin-1-yl)-[1,1′-biphenyl]-3-carboxylate), NC1=C(C=C(C(=C1)Cl)C1=CC=C(C=C1)N1CCCCC1)C(=O)OC (methyl 4-amino-6-chloro-4′-(piperidin-1-yl)-[1,1′-biphenyl]-3-carboxylate). Run in C1(=CC=CC=C1)C (toluene), ClCCl (dichloromethane). Reaction conditions: temperature 90 celsius, time 2 hour. Yields the product ClC1=C(C=C(C(=C1)NC(CN1N=CC(=C1)C(=O)OC)=O)C(=O)OC)C1=CC=C(C=C1)N1CCCCC1 (methyl 1-(2-((2-chloro-5-(methoxycarbonyl)-4′-(piperidin-1-yl)-[1,1′-biphenyl]-4-yl)amino)-2-oxoethyl)-1H-pyrazole-4-carboxylate). Yield: 97.2%. RXN SMILES: [CH3:1][O:2][C:3]([C:5]1[CH:6]=[N:7][N:8]([CH2:10][C:11]([OH:13])=O)[CH:9]=1)=[O:4].S(Cl)(Cl)=O.[NH2:18][C:19]1[CH:24]=[C:23]([Cl:25])[C:22]([C:26]2[CH:31]=[CH:30][C:29]([N:32]3[CH2:37][CH2:36][CH2:35][CH2:34][CH2:33]3)=[CH:28][CH:27]=2)=[CH:21][C:20]=1[C:38]([O:40][CH3:41])=[O:39]>C1(C)C=CC=CC=1.ClCCl>[Cl:25][C:23]1[CH:24]=[C:19]([NH:18][C:11](=[O:13])[CH2:10][N:8]2[CH:9]=[C:5]([C:3]([O:2][CH3:1])=[O:4])[CH:6]=[N:7]2)[C:20]([C:38]([O:40][CH3:41])=[O:39])=[CH:21][C:22]=1[C:26]1[CH:27]=[CH:28][C:29]([N:32]2[CH2:37][CH2:36][CH2:35][CH2:34][CH2:33]2)=[CH:30][CH:31]=1. Reported procedure: To a solution of 2-(4-(methoxycarbonyl)-1H-pyrazol-1-yl)acetic acid (ChemCollect GmbH, 401 mg, 2.175 mmol) in toluene (10 mL) was added thionyl chloride (0.317 mL, 4.35 mmol) and the reaction mixture was stirred at 90° C. for 2 h. The solvent was removed under reduced pressure and the residue was added to a solution of methyl 4-amino-6-chloro-4′-(piperidin-1-yl)-[1,1′-biphenyl]-3-carboxylate (Intermediate 48) (500 mg, 1.45 mmol) in dichloromethane (10 mL). The reaction mixture was stirred at roo...